describe an organic reaction: reactants, conditions, products, and yield From a dataset of the Open Reaction Database (ORD), a public repository of structured organic reaction records. The reactants are CC(C)C[Al+]CC(C)C, ClCCl, Cc1ccccc1, CCOC(=O)C(CCCCNS(=O)(=O)c1ccc(Cl)cc1)CCCc1cccnc1, [H-]. Yields the product O=CC(CCCCNS(=O)(=O)c1ccc(Cl)cc1)CCCc1cccnc1. As a reaction SMILES: [CH2:32]([Al+:33][CH2:34][CH:35]([CH3:36])[CH3:37])[CH:38]([CH3:39])[CH3:40].[CH2:41]([Cl:42])[Cl:43].[CH3:44][c:45]1[cH:46][cH:47][cH:48][cH:49][cH:50]1.[Cl:1][c:2]1[cH:3][cH:4][c:5]([S:8](=[O:9])(=[O:10])[NH:11][CH2:12][CH2:13][CH2:14][CH2:15][CH:16]([C:17](=[O:18])[O:19][CH2:20][CH3:21])[CH2:22][CH2:23][CH2:24][c:25]2[cH:26][n:27][cH:28][cH:29][cH:30]2)[cH:6][cH:7]1.[H-:31]>>[Cl:1][c:2]1[cH:3][cH:4][c:5]([S:8](=[O:9])(=[O:10])[NH:11][CH2:12][CH2:13][CH2:14][CH2:15][CH:16]([CH:17]=[O:18])[CH2:22][CH2:23][CH2:24][c:25]2[cH:26][n:27][cH:28][cH:29][cH:30]2)[cH:6][cH:7]1. The reactants are NC1=NC2=CC=C(C=C2C(=N1)C1=C(C=CC=C1)O)NC(=O)CN (2-amino-6-aminomethylcarbonylamino-4-(2-hydroxyphenyl)quinazoline), ClCCCC(=O)N (4-chlorobutyramide). Yields the product NC1=NC2=CC=C(C=C2C(=N1)C1=C(C=CC=C1)OCCCC(=O)N)NC(=O)CN (2-amino-6-aminomethylcarbonylamino-4-[2-(3-aminocarbonylpropoxy)phenyl]quinazoline). Reaction SMILES: [NH2:1][C:2]1[N:11]=[C:10]([C:12]2[CH:17]=[CH:16][CH:15]=[CH:14][C:13]=2[OH:18])[C:9]2[C:4](=[CH:5][CH:6]=[C:7]([NH:19][C:20]([CH2:22][NH2:23])=[O:21])[CH:8]=2)[N:3]=1.Cl[CH2:25][CH2:26][CH2:27][C:28]([NH2:30])=[O:29]>>[NH2:1][C:2]1[N:11]=[C:10]([C:12]2[CH:17]=[CH:16][CH:15]=[CH:14][C:13]=2[O:18][CH2:25][CH2:26][CH2:27][C:28]([NH2:30])=[O:29])[C:9]2[C:4](=[CH:5][CH:6]=[C:7]([NH:19][C:20]([CH2:22][NH2:23])=[O:21])[CH:8]=2)[N:3]=1. Procedure details: Analogous reaction of 2-amino-6-aminomethylcarbonylamino-4-(2-hydroxyphenyl)quinazoline with 4-chlorobutyramide gives the compound 2-amino-6-aminomethylcarbonylamino-4-[2-(3-aminocarbonylpropoxy)phenyl]quinazoline (“A61”). The reactants are C(C1=CC=CC=C1)N1CC(OCC1)C1=CC=C(C=C1)Br (4-benzyl-2-(4-bromo-phenyl)-morpholine), CC(C)(C(CC(C(C)(C)C)=O)=O)C (2,2,6,6-tetramethyl-3,5-heptanedione), C([O-])([O-])=O.[Cs+].[Cs+] (cesium carbonate), CC1=C(C(=CC=C1)C)O (2,6-Dimethylphenol), [H-].[Na+] (NaH). The reagents and catalysts are [Cu]I (copper(I) iodide). Solvent: C1(=CC=CC=C1)C (toluene), C1(=CC=CC=C1)C (toluene). The product is C(C1=CC=CC=C1)N1CC(OCC1)C1=CC=C(C=C1)OC1=C(C=CC=C1C)C (4-benzyl-2-[4-(2,6-dimethyl-phenoxy)-phenyl]-morpholine). Reaction SMILES: [CH3:1][C:2]1[CH:7]=[CH:6][CH:5]=[C:4]([CH3:8])[C:3]=1[OH:9].[H-].[Na+].[CH2:12]([N:19]1[CH2:24][CH2:23][O:22][CH:21]([C:25]2[CH:30]=[CH:29][C:28](Br)=[CH:27][CH:26]=2)[CH2:20]1)[C:13]1[CH:18]=[CH:17][CH:16]=[CH:15][CH:14]=1.CC(C)(C(=O)CC(=O)C(C)(C)C)C.C(=O)([O-])[O-].[Cs+].[Cs+]>C1(C)C=CC=CC=1.[Cu]I>[CH2:12]([N:19]1[CH2:24][CH2:23][O:22][CH:21]([C:25]2[CH:30]=[CH:29][C:28]([O:9][C:3]3[C:4]([CH3:8])=[CH:5][CH:6]=[CH:7][C:2]=3[CH3:1])=[CH:27][CH:26]=2)[CH2:20]1)[C:13]1[CH:14]=[CH:15][CH:16]=[CH:17][CH:18]=1 |f:1.2,5.6.7|. Procedure: 2,6-Dimethylphenol was added portionwise to a suspension of NaH (272 mg, 60% in oil, 6.8 mmol) in toluene (15 mL). After complete addition the mixture was heated under reflux for 15 min. and subsequently cooled to room temperature. To the resulting mixture was added a solution of 4-benzyl-2-(4-bromo-phenyl)-morpholine (1.5 g, 4.5 mmol) in toluene (10 mL), followed by copper(I) iodide (438 mg, 2.3 mmol), 2,2,6,6-tetramethyl-3,5-heptanedione (0.48 mL, 2.3 mmol), and cesium carbonate (2.96 g, 9.1 m... Reactants: C=O, CN(C)C=O, O=CO, O=S(=O)(c1ccccc1)n1ccc2c1C(c1ccccc1)CNCC2. Product: CN1CCc2ccn(S(=O)(=O)c3ccccc3)c2C(c2ccccc2)C1. Reaction SMILES: [CH2:29]=[O:30].[CH3:31][N:32]([CH3:33])[CH:34]=[O:35].[CH:26]([OH:27])=[O:28].[c:1]1([S:7](=[O:8])(=[O:9])[n:10]2[cH:11][cH:12][c:13]3[c:14]2[CH:15]([c:20]2[cH:21][cH:22][cH:23][cH:24][cH:25]2)[CH2:16][NH:17][CH2:18][CH2:19]3)[cH:2][cH:3][cH:4][cH:5][cH:6]1>>[c:1]1([S:7](=[O:8])(=[O:9])[n:10]2[cH:11][cH:12][c:13]3[c:14]2[CH:15]([c:20]2[cH:21][cH:22][cH:23][cH:24][cH:25]2)[CH2:16][N:17]([CH3:26])[CH2:18][CH2:19]3)[cH:2][cH:3][cH:4][cH:5][cH:6]1.